This data is from the Open Reaction Database (ORD), a public repository of structured organic reaction records. The task is: describe an organic reaction: reactants, conditions, products, and yield The reactants are CC(C)O (2-propanol), [Li]CCCC (n-BuLi), BrC1=CN(C=2N=CN=C(C21)Cl)[Si](C(C)C)(C(C)C)C(C)C (5-Bromo-4-chloro-7-triisopropylsilanyl-7H-pyrrolo[2,3-d]pyrimidine), BrC=1C=NC=C(C(=O)Cl)C1 (5-Bromo-nicotinoyl chloride). Run in CCOCC (Et2O). Reaction conditions: time 0.5 hour. Yields the product BrC=1C=C(C=NC1)C(=O)C1=CNC=2N=CN=C(C21)Cl ((5-Bromo-pyridin-3-yl)-(4-chloro-7H-pyrrolo[2,3-d]pyrimidin-5-yl)-methanone). Yield: 86.5%. RXN SMILES: [Li]CCCC.Br[C:7]1[C:15]2[C:14]([Cl:16])=[N:13][CH:12]=[N:11][C:10]=2[N:9]([Si](C(C)C)(C(C)C)C(C)C)[CH:8]=1.[Br:27][C:28]1[CH:29]=[N:30][CH:31]=[C:32]([CH:36]=1)[C:33](Cl)=[O:34].CC(O)C>CCOCC>[Br:27][C:28]1[CH:36]=[C:32]([C:33]([C:7]2[C:15]3[C:14]([Cl:16])=[N:13][CH:12]=[N:11][C:10]=3[NH:9][CH:8]=2)=[O:34])[CH:31]=[N:30][CH:29]=1. Reported procedure: n-BuLi (11.3 mL, 2.5 M in Hexane, 28.3 mmol) was added dropwise to a solution of 5-Bromo-4-chloro-7-triisopropylsilanyl-7H-pyrrolo[2,3-d]pyrimidine (10.0 g, 25.7 mmol) in Et2O (250 mL) at −78° C. and stirred for 0.5 h. 5-Bromo-nicotinoyl chloride (6.8 g, 30.8 mmol) was added to the reaction mixture slowly and stirred for 3 h, warmed to room temperature, and stirred for an additional 12 h. The reaction mixture was quenched with saturated aqueous NH4Cl (150 mL) and stirred for 30 min. The aqueous ... The reactants are ClC1=NC=C(C=C1Cl)C(F)(F)F (2,3-dichloro-5-(trifluoromethyl)pyridine), S(=O)(O)[O-].[Na+] (sodium hydrogen sulfite), C(C)O (ethanol). The solvent is O (water). Yields the product FC(C=1C=C(C(=NC1)S(=O)(=O)[O-])Cl)(F)F.[Na+] (sodium 5-trifluoromethyl-3-chloropyridine-2-sulfonate). The yield is 103.0%. Reaction SMILES: Cl[C:2]1[C:7]([Cl:8])=[CH:6][C:5]([C:9]([F:12])([F:11])[F:10])=[CH:4][N:3]=1.[S:13]([O-:16])([OH:15])=[O:14].[Na+:17].C(O)C>O>[F:10][C:9]([F:12])([F:11])[C:5]1[CH:6]=[C:7]([Cl:8])[C:2]([S:13]([O-:16])(=[O:15])=[O:14])=[N:3][CH:4]=1.[Na+:17] |f:1.2,5.6|. Reported procedure: In a flask, 2,3-dichloro-5-(trifluoromethyl)pyridine (10.8 g, 50 mmol), sodium hydrogen sulfite (20.8 g, 200 mmol), ethanol (100 ml) and water (100 ml) were charged and heated under reflux for 41 hours. After evaporating off the solvent from the reaction mixture, conc. hydrochloric acid was added to the residue and then evaporated to dryness. This residue was extracted with methanol, and the metanol phase was filtered and evaporated to dryness to obtain quantitatively sodium 5-trifluoromethyl-3-... Product: C(C)(C)(C)OC(=O)N[C@H]1CCSC2=CC(=C(C=C12)Cl)C(=O)NC1=CC=NC=C1 ((S)-4-(tert-butoxycarbonylamino)-6-chloro-N-(4-pyridyl)thiochromane-7-carboxamide). RXN SMILES: [C:1]([O:5][C:6]([NH:8][C@@H:9]1[C:18]2[C:13](=[CH:14][C:15]([C:20](O)=[O:21])=[C:16]([Cl:19])[CH:17]=2)[S:12][CH2:11][CH2:10]1)=[O:7])([CH3:4])([CH3:3])[CH3:2].[NH2:23][C:24]1[CH:29]=[CH:28][N:27]=[CH:26][CH:25]=1.[I-].ClC1C=CC=C[N+]=1C>>[C:1]([O:5][C:6]([NH:8][C@@H:9]1[C:18]2[C:13](=[CH:14][C:15]([C:20]([NH:23][C:24]3[CH:29]=[CH:28][N:27]=[CH:26][CH:25]=3)=[O:21])=[C:16]([Cl:19])[CH:17]=2)[S:12][CH2:11][CH2:10]1)=[O:7])([CH3:3])([CH3:2])[CH3:4] |f:2.3|. The yield is 103.9%. Starting materials: C(C)(C)(C)OC(=O)N[C@H]1CCSC2=CC(=C(C=C12)Cl)C(=O)O ((S)-4-(tert-butoxycarbonylamino)-6-chlorothiochromane-7-carboxylic acid), NC1=CC=NC=C1 (4-aminopyridine), [I-].ClC1=[N+](C=CC=C1)C (2-chloro-1-methylpyridinium iodide). Procedure details: By a similar reaction operation as in Starting Material Synthetic Example 53 using (S)-4-(tert-butoxycarbonylamino)-6-chlorothiochromane-7-carboxylic acid (250 mg), 4-aminopyridine (68.4 mg) and 2-chloro-1-methylpyridinium iodide (222 mg), the objective (S)-4-(tert-butoxycarbonylamino)-6-chloro-N-(4-pyridyl)thiochromane-7-carboxamide (317 mg) was obtained as a colorless amorphous solid. Run in CN(C)C=O (DMF). RXN SMILES: [H-].[Na+].[CH3:3][O:4][C:5](=[O:14])[CH2:6][C:7]1[CH:12]=[CH:11][C:10]([Br:13])=[CH:9][N:8]=1.[Cl:15][CH2:16][CH2:17][CH2:18]Br.O>CN(C=O)C>[CH3:3][O:4][C:5](=[O:14])[CH:6]([C:7]1[CH:12]=[CH:11][C:10]([Br:13])=[CH:9][N:8]=1)[CH2:18][CH2:17][CH2:16][Cl:15] |f:0.1|. Product: COC(C(CCCCl)C1=NC=C(C=C1)Br)=O (2-(5-Bromo-pyridin-2-yl)-5-chloro-pentanoic acid methyl ester). Run at time 30 minute. Procedure details: To a suspension of NaH (60%, 1.8 g, 44.9 mmol) dispersion in a mixture of DMF (60 mL), (5-Bromo-pyridin-2-yl)-acetic acid methyl ester (8.6 g, 37.4 mmol) was added under N2. After stirring and cooling on ice for 1 h, 3-chloro-1-propyl bromide (7.07 g, 44.9 mmol) was added dropwise and stirring was continued for 30 min under 10 degrees Celsius, then water was added and the mixture and extracted with EtOAc. The organic layer was dried (MgSO4) and evaporated in vacuo. The oily residue was purified ... Reactants: [H-].[Na+] (NaH), O (water), ClCCCBr (3-chloro-1-propyl bromide), COC(CC1=NC=C(C=C1)Br)=O ((5-Bromo-pyridin-2-yl)-acetic acid methyl ester). Isolated yield 59.9%. The reactants are CC(C)(C)OC(=O)CNc1cc(F)c(C(F)(F)F)cc1[N+](=O)[O-], CN(C)C=O, c1c[nH]cn1. The product is CC(C)(C)OC(=O)CNc1cc(-n2ccnc2)c(C(F)(F)F)cc1[N+](=O)[O-]. As a reaction SMILES: [C:1]([CH3:2])([CH3:3])([CH3:4])[O:5][C:6]([CH2:7][NH:8][c:9]1[c:10]([N+:20](=[O:21])[O-:22])[cH:11][c:12]([C:16]([F:17])([F:18])[F:19])[c:13]([F:15])[cH:14]1)=[O:23].[O:29]=[CH:30][N:31]([CH3:32])[CH3:33].[nH:24]1[cH:25][n:26][cH:27][cH:28]1>>[C:1]([CH3:2])([CH3:3])([CH3:4])[O:5][C:6]([CH2:7][NH:8][c:9]1[c:10]([N+:20](=[O:21])[O-:22])[cH:11][c:12]([C:16]([F:17])([F:18])[F:19])[c:13](-[n:24]2[cH:25][n:26][cH:27][cH:28]2)[cH:14]1)=[O:23]. The reactants are O (water), C(C1=CC=CC=C1)(=O)N1C(NC=C(C1=O)I)=O (3-Benzoyl-5-iodo-1H-pyrimidine-2,4-dione), C(=O)([O-])[O-].[K+].[K+] (K2CO3), BrCCC(OC)OC (3-bromo-1,1dimethoxy-propane). Run in CN(C)C=O (DMF). Yields the product C(C1=CC=CC=C1)(=O)N1C(N(C=C(C1=O)I)CCC(OC)OC)=O (3-Benzoyl-1-(3,3-dimethoxy-propyl)-5-iodo-1H-pyrimidine-2,4-dione). The yield is 91.8%. RXN SMILES: [C:1]([N:9]1[C:14](=[O:15])[C:13]([I:16])=[CH:12][NH:11][C:10]1=[O:17])(=[O:8])[C:2]1[CH:7]=[CH:6][CH:5]=[CH:4][CH:3]=1.C([O-])([O-])=O.[K+].[K+].Br[CH2:25][CH2:26][CH:27]([O:30][CH3:31])[O:28][CH3:29].O>CN(C=O)C>[C:1]([N:9]1[C:14](=[O:15])[C:13]([I:16])=[CH:12][N:11]([CH2:25][CH2:26][CH:27]([O:30][CH3:31])[O:28][CH3:29])[C:10]1=[O:17])(=[O:8])[C:2]1[CH:7]=[CH:6][CH:5]=[CH:4][CH:3]=1 |f:1.2.3|. Procedure details: 3-Benzoyl-5-iodo-1H-pyrimidine-2,4-dione (Prep 36, 2.1 g, 6.13 mmol), K2CO3 (846 mg, 6.13 mmol) and 3-bromo-1,1dimethoxy-propane (1 mL, 7.4 mmol) were dissolved in dry DMF under Nitrogen (8 mL). After stirring the reaction at room temperature for 48 h, water was added and the product extracted with diethylether. The organic phase was dried (Na2SO4) and evaporated. The crude was purified by flash chromatography with ethyl acetate-petroleum ether (35-65) to give 2.5 g of the title compound (91% yi... Reactants: CCOC(=O)C(C)P(=O)(OCC)OCC (Triethyl 2-phosphonopropionate), C(C)(C)[N-]C(C)C.[Li+] (lithium diisopropylamide), C(=O)C1=CC=C(C=C1)C1=CC=CC=2N1C=NC2 (5-(p-formylphenyl)-imidazo[1,5-a]pyridine). Run in O1CCCC1 (tetrahydrofuran), O1CCCC1 (tetrahydrofuran). Conditions: time 10 minute. Yields the product C(C)OC(=O)C(=CC1=CC=C(C=C1)C1=CC=CC=2N1C=NC2)C (5-[p-(2-ethoxycarbonylprop-1-enyl)phenyl]imidazo[1,5-a]pyridine). As a reaction SMILES: [CH3:1][CH2:2][O:3][C:4]([CH:6](P(OCC)(OCC)=O)[CH3:7])=[O:5].C([N-]C(C)C)(C)C.[Li+].[CH:24]([C:26]1[CH:31]=[CH:30][C:29]([C:32]2[N:37]3[CH:38]=[N:39][CH:40]=[C:36]3[CH:35]=[CH:34][CH:33]=2)=[CH:28][CH:27]=1)=O>O1CCCC1>[CH2:2]([O:3][C:4]([C:6]([CH3:7])=[CH:24][C:26]1[CH:27]=[CH:28][C:29]([C:32]2[N:37]3[CH:38]=[N:39][CH:40]=[C:36]3[CH:35]=[CH:34][CH:33]=2)=[CH:30][CH:31]=1)=[O:5])[CH3:1] |f:1.2|. Procedure details: Triethyl 2-phosphonopropionate (0.61 g) is added to a solution of lithium diisopropylamide (from 0.32 g of diisopropylamine and 1.7 ml of 1.64M n-butyllithium) in 20 ml of tetrahydrofuran at 0° under nitrogen. After stirring for 10 minutes, 5-(p-formylphenyl)-imidazo[1,5-a]pyridine (0.50 g) is added dropwise in a solution of 5 ml of tetrahydrofuran. The reaction mixture is stirred for two hours at 0° and quenched with 25 ml of water. The layers are separated and aqueous phase is extracted with e...